This data is from the Open Reaction Database (ORD), a public repository of structured organic reaction records. The task is: describe an organic reaction: reactants, conditions, products, and yield Reactants: CC(c1ccc(Cl)cc1)N1C(=O)c2cc(I)ccc2N(CCCCC(=O)OC(C)(C)C)C(=O)C1c1ccc(Cl)cc1, ClCCl, O=C(O)C(F)(F)F. Product: CC(c1ccc(Cl)cc1)N1C(=O)c2cc(I)ccc2N(CCCCC(=O)O)C(=O)C1c1ccc(Cl)cc1. RXN SMILES: [C:1]([CH3:2])([CH3:3])([CH3:4])[O:5][C:6]([CH2:7][CH2:8][CH2:9][CH2:10][N:11]1[C:12](=[O:40])[CH:13]([c:33]2[cH:34][cH:35][c:36]([Cl:39])[cH:37][cH:38]2)[N:14]([CH:24]([CH3:25])[c:26]2[cH:27][cH:28][c:29]([Cl:32])[cH:30][cH:31]2)[C:15](=[O:23])[c:16]2[c:17]1[cH:18][cH:19][c:20]([I:22])[cH:21]2)=[O:41].[Cl:49][CH2:50][Cl:51].[F:42][C:43]([F:44])([F:45])[C:46]([OH:47])=[O:48]>>[O:5]=[C:6]([CH2:7][CH2:8][CH2:9][CH2:10][N:11]1[C:12](=[O:40])[CH:13]([c:33]2[cH:34][cH:35][c:36]([Cl:39])[cH:37][cH:38]2)[N:14]([CH:24]([CH3:25])[c:26]2[cH:27][cH:28][c:29]([Cl:32])[cH:30][cH:31]2)[C:15](=[O:23])[c:16]2[c:17]1[cH:18][cH:19][c:20]([I:22])[cH:21]2)[OH:41]. The reactants are [Br-], COC(=O)c1ccc(CBr)cc1-c1ccccc1, [H-], [Na+], CN(C)C=O, OCc1cccnc1. Product: COC(=O)c1ccc(COCc2cccnc2)cc1-c1ccccc1. RXN SMILES: [Br-:29].[CH3:11][O:12][C:13]([c:14]1[c:15](-[c:22]2[cH:23][cH:24][cH:25][cH:26][cH:27]2)[cH:16][c:17]([CH2:20][Br:21])[cH:18][cH:19]1)=[O:28].[H-:9].[Na+:10].[O:30]=[CH:31][N:32]([CH3:33])[CH3:34].[n:1]1[cH:2][c:3]([CH2:7][OH:8])[cH:4][cH:5][cH:6]1>>[n:1]1[cH:2][c:3]([CH2:7][O:8][CH2:20][c:17]2[cH:16][c:15](-[c:22]3[cH:23][cH:24][cH:25][cH:26][cH:27]3)[c:14]([C:13]([O:12][CH3:11])=[O:28])[cH:19][cH:18]2)[cH:4][cH:5][cH:6]1. Procedure: A mixture of 7.7 g of 2-bromo-6-hexyloxypyridine (prepared by reacting 2,6-dibromopyridine with sodium hexoxide in DMF), 3.9 g of trimethylsilylacetylene, 0.4 g of bis(triphenylphosphine)palladium(II) chloride and 0.05 g of copper (I) iodide in 100 ml of diethylamine is stirred at 20° C. for 12 hours. After the volatile constituents have been removed in a rotary evaporator, the mixture is filtered through SiO2 using dichloromethane; the crude 1-(2-bromopyridin-6-yl)-2-trimethylsilylethtne (7.5 g... Solvent: C(C)NCC (diethylamine), CO (methanol). Isolated yield 79.2%. Reaction conditions: temperature 20 celsius, time 12 hour. Reactants: BrC1=NC(=CC=C1)OCCCCCC (2-bromo-6-hexyloxypyridine), C[Si](C)(C)C#C (trimethylsilylacetylene), [OH-].[Na+] (NaOH). The reagents and catalysts are Cl[Pd]([P](C1=CC=CC=C1)(C2=CC=CC=C2)C3=CC=CC=C3)([P](C4=CC=CC=C4)(C5=CC=CC=C5)C6=CC=CC=C6)Cl (bis(triphenylphosphine)palladium(II) chloride), [Cu]I (copper (I) iodide). Product: BrC1=NC(=CC=C1)C#C (2-bromo-6-ethynylpyridine). RXN SMILES: [Br:1][C:2]1[CH:7]=[CH:6][CH:5]=[C:4](OCCCCCC)[N:3]=1.C[Si]([C:19]#[CH:20])(C)C.[OH-].[Na+]>C(NCC)C.CO.Cl[Pd](Cl)([P](C1C=CC=CC=1)(C1C=CC=CC=1)C1C=CC=CC=1)[P](C1C=CC=CC=1)(C1C=CC=CC=1)C1C=CC=CC=1.[Cu]I>[Br:1][C:2]1[CH:7]=[CH:6][CH:5]=[C:4]([C:19]#[CH:20])[N:3]=1 |f:2.3,^1:32,51|. The reactants are [Li]CCCC, C1CCOC1, Cc1ccncc1Nc1ccccc1C(=O)N(C)C, CN(C)CCN(C)C, CC(C)NC(C)C. The product is O=C1Cc2ccncc2Nc2ccccc21. Reaction SMILES: [CH2:16]([Li:17])[CH2:18][CH2:19][CH3:20].[CH2:40]1[O:41][CH2:42][CH2:43][CH2:44]1.[CH3:21][N:22]([C:23]([c:24]1[c:25]([NH:30][c:31]2[cH:32][n:33][cH:34][cH:35][c:36]2[CH3:37])[cH:26][cH:27][cH:28][cH:29]1)=[O:38])[CH3:39].[CH3:8][N:9]([CH3:10])[CH2:11][CH2:12][N:13]([CH3:14])[CH3:15].[CH:1]([NH:2][CH:3]([CH3:4])[CH3:5])([CH3:6])[CH3:7]>>[C:23]1(=[O:38])[c:24]2[c:25]([cH:26][cH:27][cH:28][cH:29]2)[NH:30][c:31]2[cH:32][n:33][cH:34][cH:35][c:36]2[CH2:37]1. Reactants: ICCC (iodopropane), C(C1=CC=CC=C1)OC=1C=C(C=C(C1)C1=CC=C(C=C1)C(F)(F)F)CC(=O)O ((5-Benzyloxy-4′-trifluoromethyl-biphenyl-3-yl)-acetic acid), [Li+].C[Si](C)(C)[N-][Si](C)(C)C (LHMDS), hexanes. Run in C1CCOC1 (THF), C1CCOC1 (THF). Run at temperature -15 celsius, time 30 minute. Yields the product C(C1=CC=CC=C1)OC=1C=C(C=C(C1)C1=CC=C(C=C1)C(F)(F)F)C(C(=O)O)CCC (2-(5-benzyloxy-4′-trifluoromethyl-biphenyl-3-yl)-pentanoic acid). Isolated yield 17.4%. RXN SMILES: [CH2:1]([O:8][C:9]1[CH:10]=[C:11]([CH2:25][C:26]([OH:28])=[O:27])[CH:12]=[C:13]([C:15]2[CH:20]=[CH:19][C:18]([C:21]([F:24])([F:23])[F:22])=[CH:17][CH:16]=2)[CH:14]=1)[C:2]1[CH:7]=[CH:6][CH:5]=[CH:4][CH:3]=1.[Li+].C[Si]([N-][Si](C)(C)C)(C)C.I[CH2:40][CH2:41][CH3:42]>C1COCC1>[CH2:1]([O:8][C:9]1[CH:10]=[C:11]([CH:25]([CH2:40][CH2:41][CH3:42])[C:26]([OH:28])=[O:27])[CH:12]=[C:13]([C:15]2[CH:20]=[CH:19][C:18]([C:21]([F:23])([F:24])[F:22])=[CH:17][CH:16]=2)[CH:14]=1)[C:2]1[CH:3]=[CH:4][CH:5]=[CH:6][CH:7]=1 |f:1.2|. Reported procedure: (5-Benzyloxy-4′-trifluoromethyl-biphenyl-3-yl)-acetic acid (0.09 g, 0.23 mmol) in THF (1.2 ml) was added dropwise to a solution of LHMDS in hexanes (0.49 ml, 0.49 mmol, 1.0M) at −15° C. After 30 min iodopropane (0.08 ml, 0.82 mmol) in THF (0.3 ml) was added and the mixture was stirred for a further 30 min at −15° C. The mixture was then quenched by pouring onto a mixture of ice and HCl solution (2M aq). This was then extracted with EtOAc (×2), washed with NaHSO3 solution (10% aq) and the organic... Starting materials: CCCCO, O=[N+]([O-])c1cc(CCl)cc([N+](=O)[O-])c1, Oc1ccc(Cl)c(Cl)c1. The product is O=[N+]([O-])c1cc(COc2ccc(Cl)c(Cl)c2)cc([N+](=O)[O-])c1. As a reaction SMILES: [CH2:24]([OH:25])[CH2:26][CH2:27][CH3:28].[Cl:10][CH2:11][c:12]1[cH:13][c:14]([N+:21](=[O:22])[O-:23])[cH:15][c:16]([N+:18](=[O:19])[O-:20])[cH:17]1.[Cl:1][c:2]1[cH:3][c:4]([OH:9])[cH:5][cH:6][c:7]1[Cl:8]>>[Cl:1][c:2]1[cH:3][c:4]([O:9][CH2:11][c:12]2[cH:13][c:14]([N+:21](=[O:22])[O-:23])[cH:15][c:16]([N+:18](=[O:19])[O-:20])[cH:17]2)[cH:5][cH:6][c:7]1[Cl:8]. Reactants: Cn1[nH]c(=O)c2cn(Cc3cccc4ccccc34)cc2c1=O, O=P(Cl)(Cl)Cl. Product: Cn1nc(Cl)c2cn(Cc3cccc4ccccc34)cc2c1=O. RXN SMILES: [CH3:1][n:2]1[nH:3][c:4](=[O:23])[c:5]2[c:6]([c:7]1=[O:8])[cH:9][n:10]([CH2:12][c:13]1[cH:14][cH:15][cH:16][c:17]3[cH:18][cH:19][cH:20][cH:21][c:22]13)[cH:11]2.[P:24]([Cl:25])([Cl:26])([Cl:27])=[O:28]>>[CH3:1][n:2]1[n:3][c:4]([Cl:26])[c:5]2[c:6]([c:7]1=[O:8])[cH:9][n:10]([CH2:12][c:13]1[cH:14][cH:15][cH:16][c:17]3[cH:18][cH:19][cH:20][cH:21][c:22]13)[cH:11]2. The reactants are C(CCCCCCC)(=O)OCCO (2-hydroxyethyl caprylate), C(CCCCCCC)(=O)O (caprylic acid), C(CO)O (ethylene glycol). The product is C(CCCCCCC)(=O)OCCOC(CCCCCCC)=O (ethylene dicaprylate), C(CCCCCCC)(=O)O (caprylic acid). Yield: 21.0%. As a reaction SMILES: [C:1]([O:10][CH2:11][CH2:12][OH:13])(=[O:9])[CH2:2][CH2:3][CH2:4][CH2:5][CH2:6][CH2:7][CH3:8].[C:14]([OH:23])(=[O:22])[CH2:15][CH2:16][CH2:17][CH2:18][CH2:19][CH2:20][CH3:21].C(O)CO>>[C:1]([O:10][CH2:11][CH2:12][O:13][C:14](=[O:22])[CH2:15][CH2:16][CH2:17][CH2:18][CH2:19][CH2:20][CH3:21])(=[O:9])[CH2:2][CH2:3][CH2:4][CH2:5][CH2:6][CH2:7][CH3:8].[C:14]([OH:23])(=[O:22])[CH2:15][CH2:16][CH2:17][CH2:18][CH2:19][CH2:20][CH3:21]. Reported procedure: Three fractions containing 68.6 to 97.8% of 2-hydroxyethyl caprylate were obtained by heating caprylic acid (1.25 mol; 180 g) with ethylene glycol (8.27 mol; 513.5 g) to boiling temperature for 5 hours and gradual distillation; the overall yield of 2-hydroxyethyl caprylate was 61.3%. In addition to 2-hydroxyethyl caprylate, ethylene dicaprylate was formed from 21% of caprylic acid. In a similar experiment, the reaction mixture after 7 hours of heating was first extracted with benzene and the ben...